describe an organic reaction: reactants, conditions, products, and yield From a dataset of the Open Reaction Database (ORD), a public repository of structured organic reaction records. RXN SMILES: [C:15](=[O:16])([O-:17])[O-:18].[CH:1]1([Br:6])[CH2:2][CH2:3][CH2:4][CH2:5]1.[Cl:7][c:8]1[n:9][cH:10][c:11]([OH:14])[cH:12][cH:13]1.[Cs+:19].[Cs+:20].[O:21]=[CH:22][N:23]([CH3:24])[CH3:25]>>[CH:1]1([O:14][c:11]2[cH:10][n:9][c:8]([Cl:7])[cH:13][cH:12]2)[CH2:2][CH2:3][CH2:4][CH2:5]1. The reactants are O=C([O-])[O-], BrC1CCCC1, Oc1ccc(Cl)nc1, [Cs+], [Cs+], CN(C)C=O. Product: Clc1ccc(OC2CCCC2)cn1. Reactants: ClC1=C(C(=O)NC(=O)N(NC(=O)OC(C)(C)C)C2=CC(=C(C=C2)[N+](=O)[O-])OC)C=C(C=C1)CNC(C(F)(F)F)=O (tert-butyl 2-((2-chloro-5-((2,2,2-trifluoroacetamido)methyl)benzoyl)carbamoyl)-2-(3-methoxy-4-nitrophenyl)hydrazinecarboxylate), C(=O)(C(F)(F)F)O (TFA). Solvent: C(Cl)Cl (DCM). Product: ClC1=C(C=C(CNC(C(F)(F)F)=O)C=C1)C1=NN(C(N1)=O)C1=CC(=C(C=C1)[N+](=O)[O-])OC (N-(4-chloro-3-(1-(3-methoxy-4-nitrophenyl)-5-oxo-4,5-dihydro-1H-1,2,4-triazol-3-yl)benzyl)-2,2,2-trifluoroacetamide). Yield: 65.1%. Reaction SMILES: [Cl:1][C:2]1[CH:32]=[CH:31][C:30]([CH2:33][NH:34][C:35](=[O:40])[C:36]([F:39])([F:38])[F:37])=[CH:29][C:3]=1[C:4]([NH:6][C:7]([N:9]([C:18]1[CH:23]=[CH:22][C:21]([N+:24]([O-:26])=[O:25])=[C:20]([O:27][CH3:28])[CH:19]=1)[NH:10]C(OC(C)(C)C)=O)=[O:8])=O.C(O)(C(F)(F)F)=O>C(Cl)Cl>[Cl:1][C:2]1[CH:32]=[CH:31][C:30]([CH2:33][NH:34][C:35](=[O:40])[C:36]([F:39])([F:38])[F:37])=[CH:29][C:3]=1[C:4]1[NH:6][C:7](=[O:8])[N:9]([C:18]2[CH:23]=[CH:22][C:21]([N+:24]([O-:26])=[O:25])=[C:20]([O:27][CH3:28])[CH:19]=2)[N:10]=1. Procedure details: The title compound was prepared according to the procedure described in step-2 of Intermediate-9 by using tert-butyl 2-((2-chloro-5-((2,2,2-trifluoroacetamido)methyl)benzoyl)carbamoyl)-2-(3-methoxy-4-nitrophenyl)hydrazinecarboxylate (2.0 g, 4.23 mmol), TFA (30 mL) and DCM (5 mL) to afford 1.300 g of the desired product. NMR (300 MHz, DMSO d6): δ 3.96 (s, 3H), 4.47 (d, J=5.4 Hz, 2H), 7.54 (d, J=8.7 Hz, 1H), 7.67-7.74 (m, 3H), 7.93 (s, 1H), 8.10 (d, J=9.0 Hz, 1H), 10.11 (m, 1H), 12.86 (br s, 1H); ... The reactants are CN(C)C=O, O=C1CCC(=O)N1Cl, Oc1cc(-c2cc3n(n2)CCCC3)c(F)cc1Cl, O. Product: Oc1cc(-c2nn3c(c2Cl)CCCC3)c(F)cc1Cl. As a reaction SMILES: [CH3:28][N:29]([CH3:30])[CH:31]=[O:32].[Cl:19][N:20]1[C:21](=[O:22])[CH2:23][CH2:24][C:25]1=[O:26].[Cl:1][c:2]1[c:3]([OH:18])[cH:4][c:5](-[c:9]2[n:10][n:11]3[c:12]([cH:17]2)[CH2:13][CH2:14][CH2:15][CH2:16]3)[c:6]([F:8])[cH:7]1.[OH2:27]>>[Cl:1][c:2]1[c:3]([OH:18])[cH:4][c:5](-[c:9]2[n:10][n:11]3[c:12]([c:17]2[Cl:19])[CH2:13][CH2:14][CH2:15][CH2:16]3)[c:6]([F:8])[cH:7]1. Starting materials: Cc1ccccc1, O=C=NCCCl, Nc1ccc2ccccc2c1. Product: O=C(NCCCl)Nc1ccc2ccccc2c1. As a reaction SMILES: [CH3:18][c:19]1[cH:20][cH:21][cH:22][cH:23][cH:24]1.[Cl:1][CH2:2][CH2:3][N:4]=[C:5]=[O:6].[cH:7]1[c:8]([NH2:17])[cH:9][cH:10][c:11]2[cH:12][cH:13][cH:14][cH:15][c:16]12>>[Cl:1][CH2:2][CH2:3][NH:4][C:5](=[O:6])[NH:17][c:8]1[cH:7][c:16]2[c:11]([cH:10][cH:9]1)[cH:12][cH:13][cH:14][cH:15]2. Reactants: CC1(C=NC(CC=CCCC=CC1)C(C)C)C (3,3-dimethyl-12-isopropyl-1-aza-1,5,9-cyclododecatriene), steel. The reagents and catalysts are [Rh].[O-2].[Al+3].[O-2].[O-2].[Al+3] (rhodium aluminium oxide). Run in C1CCCCC1 (cyclohexane). The product is CC1(CNC(CCCCCCCC1)C(C)C)C (3,3-dimethyl-12-isopropyl-1-aza-cyclododecane). Reaction SMILES: [CH3:1][C:2]1([CH3:17])[CH2:13][CH:12]=[CH:11][CH2:10][CH2:9][CH:8]=[CH:7][CH2:6][CH:5]([CH:14]([CH3:16])[CH3:15])[N:4]=[CH:3]1>C1CCCCC1.[Rh].[O-2].[Al+3].[O-2].[O-2].[Al+3]>[CH3:1][C:2]1([CH3:17])[CH2:13][CH2:12][CH2:11][CH2:10][CH2:9][CH2:8][CH2:7][CH2:6][CH:5]([CH:14]([CH3:15])[CH3:16])[NH:4][CH2:3]1 |f:2.3.4.5.6.7|. Procedure details: 466.8 g (2 mols) of 3,3-dimethyl-12-isopropyl-1-aza-1,5,9-cyclododecatriene is dissolved in 4 liters of cyclohexane, and the solution is hydrogenated at 20°-25° C. under an initial pressure of 100 bars, in the presence of 80 g of rhodium/aluminium oxide, for 4 hours in a steel autoclave. The solvent is then distilled off to obtain, as main fraction, 425 g 1.79 mols) of 3,3-dimethyl-12-isopropyl-1-aza-cyclododecane; b.p. 92°-94° C./4 Pa; nD20 =1.4706. The reactants are ClC1=CC=C2C(=C1)NC(C21C(NC(CC1C1=C(C=CC(=C1)Cl)OC(C)(C)C(=O)OCC)=O)C1=C(C=CC(=C1)Cl)OC)=O (racemic (2′S,3S,4′R)-6-chloro-4′-[5-chloro-2-(1-ethoxycarbonyl-1-methyl-ethoxy)-phenyl]-2′-(5-chloro-2-methoxy-phenyl)spiro[3H-indole-3,3′-piperidine]-2,6′(1H)-dione), [OH-].[Na+] (NaOH), O (H2O). Run in C1CCOC1 (THF). Conditions: temperature 65 celsius. Product: ClC1=CC=C2C(=C1)NC(C21C(NC(CC1C1=C(C=CC(=C1)Cl)OC(C)(C)C(=O)O)=O)C1=C(C=CC(=C1)Cl)OC)=O (racemic (2′S,3S,4′R)-6-chloro-4′-[5-chloro-2-(1-hydroxycarbonyl-1-methyl-ethoxy)-phenyl]-2′-(5-chloro-2-methoxy-phenyl)spiro[3H-indole-3,3′-piperidine]-2,6′(1H)-dione). Yield: 69.0%. Reaction SMILES: [Cl:1][C:2]1[CH:7]=[C:6]2[NH:8][C:9](=[O:42])[C:10]3([CH:15]([C:16]4[CH:21]=[C:20]([Cl:22])[CH:19]=[CH:18][C:17]=4[O:23][C:24]([C:27]([O:29]CC)=[O:28])([CH3:26])[CH3:25])[CH2:14][C:13](=[O:32])[NH:12][CH:11]3[C:33]3[CH:38]=[C:37]([Cl:39])[CH:36]=[CH:35][C:34]=3[O:40][CH3:41])[C:5]2=[CH:4][CH:3]=1.[OH-].[Na+].O>C1COCC1>[Cl:1][C:2]1[CH:7]=[C:6]2[NH:8][C:9](=[O:42])[C:10]3([CH:15]([C:16]4[CH:21]=[C:20]([Cl:22])[CH:19]=[CH:18][C:17]=4[O:23][C:24]([C:27]([OH:29])=[O:28])([CH3:25])[CH3:26])[CH2:14][C:13](=[O:32])[NH:12][CH:11]3[C:33]3[CH:38]=[C:37]([Cl:39])[CH:36]=[CH:35][C:34]=3[O:40][CH3:41])[C:5]2=[CH:4][CH:3]=1 |f:1.2|. Procedure details: A mixture of racemic (2′S,3S,4′R)-6-chloro-4′-[5-chloro-2-(1-ethoxycarbonyl-1-methyl-ethoxy)-phenyl]-2′-(5-chloro-2-methoxy-phenyl)spiro[3H-indole-3,3′-piperidine]-2,6′(1H)-dione (150 mg, 0.24 mmol), NaOH (20 mg, 0.48 mmol), H2O (3 mL) and THF (10 mL) was heated at 65° C. for 2 h. After cooled to room temperature, the solution was concentrated and the residue was acidified to “pH” 2-3 by addition of concentrated HCl solution. The precipitate was collected and dried to give the title compound as ... The reactants are CC(C)S(=O)(=O)Cl (propane-2-sulfonyl chloride), N=1C=CN2C1C=C(C=C2)CNC(C2=CC=C(C=C2)C2CNCC2)=O (N-(imidazo[1,2-a]pyridin-7-ylmethyl)-4-(pyrrolidin-3-yl)benzamide), N1CC(C1)C1=CC=C(C(=O)NCC2=CC=3N(C=C2)C=CN3)C=C1 (4-(azetidin-3-yl)-N-(imidazo[1,2-a]pyridin-7-ylmethyl)benzamide). The product is C(C)S(=O)(=O)N1CC(CC1)C1=CC=C(C(=O)NCC2=CC=3N(C=C2)C=CN3)C=C1 (4-[1-(ethylsulfonyl)pyrrolidin-3-yl]-N-(imidazo[1,2-a]pyridin-7-ylmethyl)benzamide). RXN SMILES: [CH3:1][CH:2]([S:4](Cl)(=[O:6])=[O:5])C.[N:8]1[CH:9]=[CH:10][N:11]2[CH:16]=[CH:15][C:14]([CH2:17][NH:18][C:19](=[O:31])[C:20]3[CH:25]=[CH:24][C:23]([CH:26]4[CH2:30][CH2:29][NH:28][CH2:27]4)=[CH:22][CH:21]=3)=[CH:13][C:12]=12.N1CC(C2C=CC(C(NCC3C=CN4C=CN=C4C=3)=O)=CC=2)C1>>[CH2:2]([S:4]([N:28]1[CH2:29][CH2:30][CH:26]([C:23]2[CH:24]=[CH:25][C:20]([C:19]([NH:18][CH2:17][C:14]3[CH:15]=[CH:16][N:11]4[CH:10]=[CH:9][N:8]=[C:12]4[CH:13]=3)=[O:31])=[CH:21][CH:22]=2)[CH2:27]1)(=[O:6])=[O:5])[CH3:1]. Reported procedure: The title compound was prepared as described in Example 557C, substituting ethane sulfonyl chloride for propane-2-sulfonyl chloride and N-(imidazo[1,2-a]pyridin-7-ylmethyl)-4-(pyrrolidin-3-yl)benzamide for 4-(azetidin-3-yl)-N-(imidazo[1,2-a]pyridin-7-ylmethyl)benzamide. 1H NMR (400 MHz, DMSO-d6) δ ppm 9.07 (t, J=5.9 Hz, 1H), 8.48 (dd, J=6.9, 0.9 Hz, 1H), 7.88 (m, 3H), 7.52 (d, J=1.2 Hz, 1H), 7.45 (m, 2H), 7.38 (s, 1H), 6.85 (dd, J=6.9, 1.7 Hz, 1H), 4.50 (d, J=5.9 Hz, 2H), 3.75 (dd, J=9.5, 7.5 Hz... Starting materials: NC=1C=C2C(C(=O)NC2=O)=CC1 (4-aminophthalimide), O (water), [H-].[Na+] (NaH), ICCC (iodopropane). Run in CN(C)C=O (DMF), CN(C)C=O (DMF). Reaction conditions: time 1 hour. The product is NC=1C=C2C(C(=O)N(C2=O)CCC)=CC1 (4-Amino-N-propylphthalimide). Isolated yield 45.4%. As a reaction SMILES: [H-].[Na+].[NH2:3][C:4]1[CH:5]=[C:6]2[C:11](=[O:12])[NH:10][C:8](=[O:9])[C:7]2=[CH:13][CH:14]=1.I[CH2:16][CH2:17][CH3:18].O>CN(C=O)C>[NH2:3][C:4]1[CH:5]=[C:6]2[C:11](=[O:12])[N:10]([CH2:16][CH2:17][CH3:18])[C:8](=[O:9])[C:7]2=[CH:13][CH:14]=1 |f:0.1|. Procedure details: To a suspension of NaH (493 g, 12.3 mmol) in DMF (10 ml) was added a solution of 4-aminophthalimide (2.00 g, 12.3 mmol) in DMF (10 ml) at 0° C. After stirring at room temperature for 1 h, iodopropane (1.20 ml, 12.3 mmol) was added to this mixture at 0° C. and stirred at room temperature for 28 h. The mixture was poured into water and extracted with AcOEt:toluene=2:1 (150 ml×3). The extract was washed with water, brine, dried (Na2SO4), and concentrated to give yellow solid, which was purified by ... The reactants are CCCCCBr, C=CCNc1ccccc1, O. Yields the product C=CCN(CCCCC)c1ccccc1. As a reaction SMILES: [Br:11][CH2:12][CH2:13][CH2:14][CH2:15][CH3:16].[CH2:1]([CH:2]=[CH2:3])[NH:4][c:5]1[cH:6][cH:7][cH:8][cH:9][cH:10]1.[OH2:17]>>[CH2:1]([CH:2]=[CH2:3])[N:4]([c:5]1[cH:6][cH:7][cH:8][cH:9][cH:10]1)[CH2:12][CH2:13][CH2:14][CH2:15][CH3:16]. The reactants are C(C)OC(C=C(C1=CC=CC=C1)C=1C=C2C=C(NC2=CC1)C)=O (3-(2-methyl-1H-indol-5-yl)-3-phenyl-acrylic acid ethyl ester), N1C=CC2=CC=CC(=C12)C(=CC(=O)NC)C1=CC=CC=C1 (3-(1H-Indol-7-yl)-N-methyl-3-phenyl-acrylamide). Product: CNC(C=C(C1=CC=CC=C1)C=1C=C2C=C(NC2=CC1)C)=O (N-Methyl-3-(2-methyl-1H-indol-5-yl)-3-phenyl-acrylamide). As a reaction SMILES: C(O[C:4](=[O:23])[CH:5]=[C:6]([C:13]1[CH:14]=[C:15]2[C:19](=[CH:20][CH:21]=1)[NH:18][C:17]([CH3:22])=[CH:16]2)[C:7]1[CH:12]=[CH:11][CH:10]=[CH:9][CH:8]=1)C.[NH:24]1C2C(=CC=CC=2C(C2C=CC=CC=2)=CC(NC)=O)C=[CH:25]1>>[CH3:25][NH:24][C:4](=[O:23])[CH:5]=[C:6]([C:13]1[CH:14]=[C:15]2[C:19](=[CH:20][CH:21]=1)[NH:18][C:17]([CH3:22])=[CH:16]2)[C:7]1[CH:12]=[CH:11][CH:10]=[CH:9][CH:8]=1. Procedure details: N-Methyl-3-(2-methyl-1H-indol-5-yl)-3-phenyl-acrylamide LXVIII (990 mg, 83%) was prepared from 3-(2-methyl-1H-indol-5-yl)-3-phenyl-acrylic acid ethyl ester using the procedure described for 3-(1H-indol-7-yl)-N-methyl-3-phenyl-acrylamide XVIII (see Example 4).